This data is from the Open Reaction Database (ORD), a public repository of structured organic reaction records. The task is: describe an organic reaction: reactants, conditions, products, and yield Starting materials: S1C=NC2=C1C=CC=C2 (benzothiazole), [Li]CCCC (n-BuLi), C(C)(C)(C)OC(N[C@@H]1CC[C@H](CC1)C(N(C)OC)=O)=O ([trans-4-(methoxy-methyl-carbamoyl)-cyclohexyl]-carbamic acid tert-butyl ester), O (water). Run in C1CCOC1 (THF), C1CCOC1 (THF). The product is C(C)(C)(C)OC(NC1CCC(CC1)C(=O)C=1SC2=C(N1)C=CC=C2)=O ([4-(benzothiazole-2-carbonyl)-cyclohexyl]-carbamic acid tert-butyl ester). Yield: 82.1%. Reaction SMILES: [S:1]1[C:5]2[CH:6]=[CH:7][CH:8]=[CH:9][C:4]=2[N:3]=[CH:2]1.[Li]CCCC.[C:15]([O:19][C:20](=[O:34])[NH:21][C@H:22]1[CH2:27][CH2:26][C@H:25]([C:28](=[O:33])N(OC)C)[CH2:24][CH2:23]1)([CH3:18])([CH3:17])[CH3:16].O>C1COCC1>[C:15]([O:19][C:20](=[O:34])[NH:21][CH:22]1[CH2:23][CH2:24][CH:25]([C:28]([C:2]2[S:1][C:5]3[CH:6]=[CH:7][CH:8]=[CH:9][C:4]=3[N:3]=2)=[O:33])[CH2:26][CH2:27]1)([CH3:18])([CH3:16])[CH3:17]. Procedure details: To a solution of benzothiazole (675 mg, 0.55 ml, 5 mmol) in THF (20 ml) at −78° C. was added dropwise n-BuLi (2.5M in Hex, 2 ml) such that the temperature did not exceed −70° C. The brown solution was stirred at this temperature for 15 min before dropwise addition of a solution of [trans-4-(methoxy-methyl-carbamoyl)-cyclohexyl]-carbamic acid tert-butyl ester (716 mg, 2.5 mmol, prepared according to WO 03/053933) in THF (2 ml). The temperature was kept below −70° C. The brown solution was then gr... Reactants: ClC1=NC=CC(=N1)N1C([C@](CC1)(C#N)C1CC1)=O ((3S)-1-(2-chloropyrimidin-4-yl)-3-cyclopropyl-2-oxopyrrolidine-3-carbonitrile), NC1=CC(=C(C(=O)OC(C)(C)C)C=C1)OCC (tert-butyl 4-amino-2-ethoxybenzoate), C([O-])([O-])=O.[Cs+].[Cs+] (cesium carbonate), C1(=CC=CC=C1)P(C1=C(C2=CC=CC=C2C=C1)C1=C(C=CC2=CC=CC=C12)P(C1=CC=CC=C1)C1=CC=CC=C1)C1=CC=CC=C1 (2,2′-bis(diphenylphosphino)-1,1′-binaphthyl). Reagents/catalysts: C=1C=CC(=CC1)/C=C/C(=O)/C=C/C2=CC=CC=C2.C=1C=CC(=CC1)/C=C/C(=O)/C=C/C2=CC=CC=C2.C=1C=CC(=CC1)/C=C/C(=O)/C=C/C2=CC=CC=C2.[Pd].[Pd] (tris(dibenzylideneacetone)dipalladium(0)). The solvent is O1CCCC1 (tetrahydrofuran). Reaction conditions: temperature 90 celsius, time 8 hour. Product: C(#N)[C@@]1(C(N(CC1)C1=NC(=NC=C1)NC1=CC(=C(C(=O)OC(C)(C)C)C=C1)OCC)=O)C1CC1 (tert-butyl 4-((4-((3S)-3-cyano-3-cyclopropyl-2-oxopyrrolidin-1-yl) pyrimidin-2-yl)amino)-2-ethoxybenzoate). The yield is 23.2%. Reaction SMILES: Cl[C:2]1[N:7]=[C:6]([N:8]2[CH2:12][CH2:11][C@:10]([CH:15]3[CH2:17][CH2:16]3)([C:13]#[N:14])[C:9]2=[O:18])[CH:5]=[CH:4][N:3]=1.[NH2:19][C:20]1[CH:32]=[CH:31][C:23]([C:24]([O:26][C:27]([CH3:30])([CH3:29])[CH3:28])=[O:25])=[C:22]([O:33][CH2:34][CH3:35])[CH:21]=1.C(=O)([O-])[O-].[Cs+].[Cs+].C1(P(C2C=CC=CC=2)C2C=CC3C(=CC=CC=3)C=2C2C3C(=CC=CC=3)C=CC=2P(C2C=CC=CC=2)C2C=CC=CC=2)C=CC=CC=1>O1CCCC1.C1C=CC(/C=C/C(/C=C/C2C=CC=CC=2)=O)=CC=1.C1C=CC(/C=C/C(/C=C/C2C=CC=CC=2)=O)=CC=1.C1C=CC(/C=C/C(/C=C/C2C=CC=CC=2)=O)=CC=1.[Pd].[Pd]>[C:13]([C@@:10]1([CH:15]2[CH2:17][CH2:16]2)[CH2:11][CH2:12][N:8]([C:6]2[CH:5]=[CH:4][N:3]=[C:2]([NH:19][C:20]3[CH:32]=[CH:31][C:23]([C:24]([O:26][C:27]([CH3:29])([CH3:30])[CH3:28])=[O:25])=[C:22]([O:33][CH2:34][CH3:35])[CH:21]=3)[N:7]=2)[C:9]1=[O:18])#[N:14] |f:2.3.4,7.8.9.10.11|. Procedure details: To a solution of (3S)-1-(2-chloropyrimidin-4-yl)-3-cyclopropyl-2-oxopyrrolidine-3-carbonitrile (100 mg) obtained in Step E of Example 103, tert-butyl 4-amino-2-ethoxybenzoate (110 mg) obtained in Step C of Example 139, cesium carbonate (250 mg) and 2,2′-bis(diphenylphosphino)-1,1′-binaphthyl (35 mg) in tetrahydrofuran (3.0 mL) was added tris(dibenzylideneacetone)dipalladium(0) (34 mg) under argon atmosphere, and the mixture was stirred overnight at 90° C. The insoluble substance was removed by f... Starting materials: COC(=O)CNC(=O)c1ccc(C2=NOC(c3cc(Cl)cc(Cl)c3)(C(F)(F)F)C2)c2ccccc12, [Li+], C1CCOC1, [OH-], O. Yields the product O=C(O)CNC(=O)c1ccc(C2=NOC(c3cc(Cl)cc(Cl)c3)(C(F)(F)F)C2)c2ccccc12. Reaction SMILES: [CH3:3][O:4][C:5]([CH2:6][NH:7][C:8](=[O:9])[c:10]1[cH:11][cH:12][c:13]([C:20]2=[N:21][O:22][C:23]([C:25]([F:26])([F:27])[F:28])([c:29]3[cH:30][c:31]([Cl:36])[cH:32][c:33]([Cl:35])[cH:34]3)[CH2:24]2)[c:14]2[cH:15][cH:16][cH:17][cH:18][c:19]12)=[O:37].[Li+:2].[O:38]1[CH2:39][CH2:40][CH2:41][CH2:42]1.[OH-:1].[OH2:43]>>[O:4]=[C:5]([CH2:6][NH:7][C:8](=[O:9])[c:10]1[cH:11][cH:12][c:13]([C:20]2=[N:21][O:22][C:23]([C:25]([F:26])([F:27])[F:28])([c:29]3[cH:30][c:31]([Cl:36])[cH:32][c:33]([Cl:35])[cH:34]3)[CH2:24]2)[c:14]2[cH:15][cH:16][cH:17][cH:18][c:19]12)[OH:37].